This data is from the Open Reaction Database (ORD), a public repository of structured organic reaction records. The task is: describe an organic reaction: reactants, conditions, products, and yield Starting materials: C(C1=CC=CC=C1)OC1=C(C(=C(C=C1)C=1C=NC(=NC1)C=1C=NC(=CC1)OCCCCCCCCCCCC)F)F (5-(4-benzyloxy-2,3-difluorophenyl)-2-(6-dodecyloxypyridin-3-yl)pyrimidine). Run in C1CCOC1 (THF). Yields the product FC1=C(C=CC(=C1F)O)C=1C=NC(=NC1)C=1C=NC(=CC1)OCCCCCCCCCCCC (5-(2,3-difluoro-4-hydroxyphenyl)-2-(6-dodecyloxypyridin-3-yl)pyrimidine). The yield is 59.6%. Reaction SMILES: C([O:8][C:9]1[CH:14]=[CH:13][C:12]([C:15]2[CH:16]=[N:17][C:18]([C:21]3[CH:22]=[N:23][C:24]([O:27][CH2:28][CH2:29][CH2:30][CH2:31][CH2:32][CH2:33][CH2:34][CH2:35][CH2:36][CH2:37][CH2:38][CH3:39])=[CH:25][CH:26]=3)=[N:19][CH:20]=2)=[C:11]([F:40])[C:10]=1[F:41])C1C=CC=CC=1>C1COCC1>[F:40][C:11]1[C:10]([F:41])=[C:9]([OH:8])[CH:14]=[CH:13][C:12]=1[C:15]1[CH:20]=[N:19][C:18]([C:21]2[CH:22]=[N:23][C:24]([O:27][CH2:28][CH2:29][CH2:30][CH2:31][CH2:32][CH2:33][CH2:34][CH2:35][CH2:36][CH2:37][CH2:38][CH3:39])=[CH:25][CH:26]=2)=[N:17][CH:16]=1. Procedure details: The hydrogenation of 2.5 mmol of 5-(4-benzyloxy-2,3-difluorophenyl)-2-(6-dodecyloxypyridin-3-yl)pyrimidine in 50 ml of THF is carried out analogously to the procedure indicated for precursor 14, giving 0.7 g (60%) of a colorless solid, m.p. 111-118° C. Yield: 79.4%. Reported procedure: A solution of g (0.263 mol) of NaBH4 in 100 ml of H2O was added to 14.8 g (59.4 mmol) of N-(3,3,3-trifluoro-2-oxo-propyl)benzamide in 1000 ml of H2O. After stirring for 2 hours at 25° C., the solution was acidified with concentrated HCl (pH 1), basified by adding NaOH pellets (pH 10) and extracted with AcOEt (3×500 ml). After drying (MgSO4), the organic layer was flash evaporated to give 11 g of a white solid, which was recrystallized from CHCl3 to yield 10.0 g (72%) of pure trifluoromethylalcoh... Yields the product C(C1=CC=CC=C1)(=O)NCC(C(F)(F)F)O (3-Benzoylamino-1,1,1-trifluoro-2-propanol). Starting materials: [BH4-].[Na+] (NaBH4), FC(C(CNC(C1=CC=CC=C1)=O)=O)(F)F (N-(3,3,3-trifluoro-2-oxo-propyl)benzamide), [OH-].[Na+] (NaOH), Cl (HCl). RXN SMILES: [BH4-].[Na+].[F:3][C:4]([F:18])([F:17])[C:5](=[O:16])[CH2:6][NH:7][C:8](=[O:15])[C:9]1[CH:14]=[CH:13][CH:12]=[CH:11][CH:10]=1.Cl.[OH-].[Na+]>O>[C:8]([NH:7][CH2:6][CH:5]([OH:16])[C:4]([F:18])([F:17])[F:3])(=[O:15])[C:9]1[CH:10]=[CH:11][CH:12]=[CH:13][CH:14]=1 |f:0.1,4.5|. Run in O (H2O), O (H2O). Conditions: temperature 25 celsius, time 2 hour. RXN SMILES: [N:19](=[O:20])[O-:21].[NH2:1][c:2]1[n:3][cH:4][cH:5][c:6]([Cl:18])[c:7]1[O:8][c:9]1[cH:10][c:11]([C:12]#[N:13])[cH:14][c:15]([Cl:17])[cH:16]1.[Na+:22].[S:23](=[O:24])(=[O:25])([OH:26])[OH:27]>>[c:2]1([OH:20])[n:3][cH:4][cH:5][c:6]([Cl:18])[c:7]1[O:8][c:9]1[cH:10][c:11]([C:12]#[N:13])[cH:14][c:15]([Cl:17])[cH:16]1. Starting materials: O=N[O-], N#Cc1cc(Cl)cc(Oc2c(Cl)ccnc2N)c1, [Na+], O=S(=O)(O)O. Product: N#Cc1cc(Cl)cc(Oc2c(Cl)ccnc2O)c1. The reactants are COc1ccc(CCNC(=N)NC(=N)N)cc1, CCO, CCCCCCCCCCCCC=O, Cl, Cl. The product is CCCCCCCCCCCCC1N=C(N)NC(NCCc2ccc(OC)cc2)=N1, Cl. RXN SMILES: [CH3:17][O:18][c:19]1[cH:20][cH:21][c:22]([CH2:23][CH2:24][NH:25][C:26](=[NH:27])[NH:28][C:29](=[NH:30])[NH2:31])[cH:32][cH:33]1.[CH3:34][CH2:35][OH:36].[CH:1]([CH2:2][CH2:3][CH2:4][CH2:5][CH2:6][CH2:7][CH2:8][CH2:9][CH2:10][CH2:11][CH2:12][CH3:13])=[O:14].[ClH:15].[ClH:16]>>[CH:1]1([CH2:2][CH2:3][CH2:4][CH2:5][CH2:6][CH2:7][CH2:8][CH2:9][CH2:10][CH2:11][CH2:12][CH3:13])[N:27]=[C:26]([NH:25][CH2:24][CH2:23][c:22]2[cH:21][cH:20][c:19]([O:18][CH3:17])[cH:33][cH:32]2)[NH:28][C:29]([NH2:31])=[N:30]1.[ClH:15].